From a dataset of the Open Reaction Database (ORD), a public repository of structured organic reaction records. describe an organic reaction: reactants, conditions, products, and yield The reactants are CN1CCC(CC1)=O (1-Methyl-4-piperidone), CC1=CC=C(C=C1)CCN (2-(4-methylphenyl)ethylamine). Yields the product CC1=CC=C(C=C1)CCNC1CCNCC1 (4-[2-(4-Methylphenyl)ethylamino]-piperidin). As a reaction SMILES: C[N:2]1[CH2:7][CH2:6][C:5](=O)[CH2:4][CH2:3]1.[CH3:9][C:10]1[CH:15]=[CH:14][C:13]([CH2:16][CH2:17][NH2:18])=[CH:12][CH:11]=1>>[CH3:9][C:10]1[CH:15]=[CH:14][C:13]([CH2:16][CH2:17][NH:18][CH:5]2[CH2:4][CH2:3][NH:2][CH2:7][CH2:6]2)=[CH:12][CH:11]=1. Procedure: Starting materials: 1-Methyl-4-piperidone (1.1 ml, 7.4 mmol, 1.0 eq.), 2-(4-methylphenyl)ethylamine (1.0 g, 1.0 eq.). Starting materials: ClC=1OC=C(N1)C(=O)OCC (ethyl 2-chloro-1,3-oxazole-4-carboxylate), OCC1=CC=C(C=C1)B(O)O (4-(hydroxymethyl)phenyl boronic acid), C(=O)([O-])[O-].[K+].[K+] (K2CO3). The reagents and catalysts are C=1C=CC(=CC1)/C=C/C(=O)/C=C/C2=CC=CC=C2.C=1C=CC(=CC1)/C=C/C(=O)/C=C/C2=CC=CC=C2.C=1C=CC(=CC1)/C=C/C(=O)/C=C/C2=CC=CC=C2.[Pd].[Pd] (Pd2(dba)3). Solvent: O1CCOCC1 (dioxane), CCOC(=O)C (EtOAc). Run at temperature 80 celsius, time 8 hour. Product: OCC1=CC=C(C=C1)C=1OC=C(N1)C(=O)OCC (ethyl 2-[4-(hydroxymethyl)phenyl]-1,3-oxazole-4-carboxylate). Yield: 70.0%. Reaction SMILES: Cl[C:2]1[O:3][CH:4]=[C:5]([C:7]([O:9][CH2:10][CH3:11])=[O:8])[N:6]=1.[OH:12][CH2:13][C:14]1[CH:19]=[CH:18][C:17](B(O)O)=[CH:16][CH:15]=1.C([O-])([O-])=O.[K+].[K+]>O1CCOCC1.CCOC(C)=O.C1C=CC(/C=C/C(/C=C/C2C=CC=CC=2)=O)=CC=1.C1C=CC(/C=C/C(/C=C/C2C=CC=CC=2)=O)=CC=1.C1C=CC(/C=C/C(/C=C/C2C=CC=CC=2)=O)=CC=1.[Pd].[Pd]>[OH:12][CH2:13][C:14]1[CH:19]=[CH:18][C:17]([C:2]2[O:3][CH:4]=[C:5]([C:7]([O:9][CH2:10][CH3:11])=[O:8])[N:6]=2)=[CH:16][CH:15]=1 |f:2.3.4,7.8.9.10.11|. Reported procedure: A solution of ethyl 2-chloro-1,3-oxazole-4-carboxylate (0.59 g, 3.36 mmol) in dioxane was treated with 4-(hydroxymethyl)phenyl boronic acid (0.766 g, 5.04 mmol), K2CO3 (0.929 g, 6.72 mmol), t-Bu3PhBF4 (0.049 g, 0.168 mmol) heated to 80° C. then treated with Pd2(dba)3 (0.154 g 0.168 mmol) and stirred overnight at 90° C. The reaction mixture was diluted with EtOAc, washed with water, saturated sodium chloride, dried over MgSO4 and concentrated in in vacuo. The resultant residue was purified by fla... The reactants are FC1=C(OC2CC3CCC(C2)N3)C(=C(C(=C1F)F)F)F (3-(2,3,4,5,6-pentafluorophenoxy)-8-azabicyclo[3.2.1]octane), [N+](=O)([O-])NC(=O)N (nitrourea), alkanol, C(C)O (ethanol). Run in CC(C)O (2-propanol), C(CC)O (1-propanol), CO (methanol), CO (methanol). Product: NC(=O)N1C2CC(CC1CC2)OC2=C(C(=C(C(=C2F)F)F)F)F (8-aminocarbonyl-3-(2,3,4,5,6-pentafluorophenoxy)-8-azabicyclo[3.2.1]octane). RXN SMILES: [F:1][C:2]1[C:16]([F:17])=[C:15]([F:18])[C:14]([F:19])=[C:13]([F:20])[C:3]=1[O:4][CH:5]1[CH2:11][CH:10]2[NH:12][CH:7]([CH2:8][CH2:9]2)[CH2:6]1.[N+]([NH:24][C:25](N)=[O:26])([O-])=O.C(O)C>CO.CC(O)C.C(O)CC>[NH2:24][C:25]([N:12]1[CH:10]2[CH2:9][CH2:8][CH:7]1[CH2:6][CH:5]([O:4][C:3]1[C:13]([F:20])=[C:14]([F:19])[C:15]([F:18])=[C:16]([F:17])[C:2]=1[F:1])[CH2:11]2)=[O:26]. Reported procedure: The reaction of 3-(2,3,4,5,6-pentafluorophenoxy)-8-azabicyclo[3.2.1]octane 5 and nitrourea in an alkanol (e.g. methanol, ethanol, 1-propanol, 2-propanol, and the like; methanol being preferred) at a temperature of from about 20° C. to about 100° C., preferably from about 50° C. to about 80° C., provides a means of a furnishing an 8-aminocarbonyl-3-(2,3,4,5,6-pentafluorophenoxy)-8-azabicyclo[3.2.1]octane 6.